Dataset: the Open Reaction Database (ORD), a public repository of structured organic reaction records. Task: describe an organic reaction: reactants, conditions, products, and yield Starting materials: IC=1OC(=C(N1)C(=O)N)C1=CC=C(C=C1)OC (2-iodo-5-(4-methoxyphenyl)oxazole-4-carboxamide), N1N=CC=C1B(O)O (1H-pyrazole-5-boronic acid), C([O-])([O-])=O.[Na+].[Na+] (sodium carbonate). The reagents and catalysts are C1=CC=C(C=C1)P([C-]2C=CC=C2)C3=CC=CC=C3.C1=CC=C(C=C1)P([C-]2C=CC=C2)C3=CC=CC=C3.Cl[Pd]Cl.[Fe+2] ([1,1′-bis(diphenylphosphino)ferrocene]dichloro-palladium(II)), C1=CC=C(C=C1)P([C-]2C=CC=C2)C3=CC=CC=C3.C1=CC=C(C=C1)P([C-]2C=CC=C2)C3=CC=CC=C3.Cl[Pd]Cl.[Fe+2] ([1,1′-bis(diphenylphosphino)ferrocene]dichloropalladium(II)). Solvent: C(C)#N (acetonitrile), CS(=O)C (DMSO), CCOC(=O)C (EtOAc). Conditions: temperature 150 celsius. Yields the product COC1=CC=C(C=C1)C1=C(N=C(O1)C1=CC=NN1)C(=O)N (5-(4-methoxyphenyl)-2-(1H-pyrazol-5-yl)oxazole-4-carboxamide). Yield: 42.9%. Reaction SMILES: I[C:2]1[O:3][C:4]([C:10]2[CH:15]=[CH:14][C:13]([O:16][CH3:17])=[CH:12][CH:11]=2)=[C:5]([C:7]([NH2:9])=[O:8])[N:6]=1.[NH:18]1[C:22](B(O)O)=[CH:21][CH:20]=[N:19]1.C(=O)([O-])[O-].[Na+].[Na+]>C(#N)C.CS(C)=O.CCOC(C)=O.C1C=CC(P(C2C=CC=CC=2)[C-]2C=CC=C2)=CC=1.C1C=CC(P(C2C=CC=CC=2)[C-]2C=CC=C2)=CC=1.Cl[Pd]Cl.[Fe+2]>[CH3:17][O:16][C:13]1[CH:14]=[CH:15][C:10]([C:4]2[O:3][C:2]([C:20]3[NH:19][N:18]=[CH:22][CH:21]=3)=[N:6][C:5]=2[C:7]([NH2:9])=[O:8])=[CH:11][CH:12]=1 |f:2.3.4,8.9.10.11|. Reported procedure: To a mixture of 2-iodo-5-(4-methoxyphenyl)oxazole-4-carboxamide (0.025 g, 0.07 mmol), 1H-pyrazole-5-boronic acid (0.020 g, 0.18 mmol) and [1,1′-bis(diphenylphosphino)ferrocene]dichloropalladium(II) (0.003 g, 0.004 mmol) in acetonitrile (2 mL) and DMSO (0.5 mL) was added a 1M sodium carbonate solution (0.1 mL, 0.1 mmol) and the reaction heated in the microwave at 150° C. for 15 minutes. A further portion of [1,1′-bis(diphenylphosphino)ferrocene]dichloro-palladium(II) (0.003 g, 0.004 mmol) was add... Starting materials: C(C)C1=NNC(=C1OC=1C=C(C=C(C#N)C1)C#N)CCOC1=CC(=CC=C1)S(=O)C (5-[(3-Ethyl-5-{2-[3-(methylsulfinyl)phenoxy]ethyl}-1H-pyrazol-4-yl)oxy]isophthalonitrile), OOS(=O)[O-].[K+] (oxone). Solvent: CO (methanol), O (water). Yields the product C(C)C1=NNC(=C1OC=1C=C(C=C(C#N)C1)C#N)CCOC1=CC(=CC=C1)S(=O)(=O)C (5-[(3-Ethyl-5-{2-[3-(methylsulfonyl)phenoxy]ethyl}-1H-pyrazol-4-yl)oxy]isophthalonitrile). The yield is 34.4%. Reaction SMILES: [CH2:1]([C:3]1[C:7]([O:8][C:9]2[CH:10]=[C:11]([C:17]#[N:18])[CH:12]=[C:13]([CH:16]=2)[C:14]#[N:15])=[C:6]([CH2:19][CH2:20][O:21][C:22]2[CH:27]=[CH:26][CH:25]=[C:24]([S:28]([CH3:30])=[O:29])[CH:23]=2)[NH:5][N:4]=1)[CH3:2].[OH:31]OS([O-])=O.[K+]>CO.O>[CH2:1]([C:3]1[C:7]([O:8][C:9]2[CH:10]=[C:11]([C:17]#[N:18])[CH:12]=[C:13]([CH:16]=2)[C:14]#[N:15])=[C:6]([CH2:19][CH2:20][O:21][C:22]2[CH:27]=[CH:26][CH:25]=[C:24]([S:28]([CH3:30])(=[O:31])=[O:29])[CH:23]=2)[NH:5][N:4]=1)[CH3:2] |f:1.2|. Procedure details: To a stirred solution of the sulfoxide from Example 5 (34 mg, 0.08 mmol) in methanol (1 ml) was added a solution of oxone (49 mg, 0.08 mmol) in water (1 ml). After 2 hours the reaction mixture was concentrated under reduced pressure and the residue was partitioned between dichloromethane (5 ml) and water (5 ml). The organic layer was dried over magnesium sulfate, filtered and concentrated under reduced pressure. The crude product mixture was purified by flash chromatography on silica gel eluting...